From a dataset of the Open Reaction Database (ORD), a public repository of structured organic reaction records. describe an organic reaction: reactants, conditions, products, and yield Reactants: BrC1=CC=C(C=C1)C1=C(C(=NO1)C)C(=O)O (5-(4-bromo-phenyl)-3-methyl-isoxazole-4-carboxylic acid), Cl.ClC=1C=C(C=CC1Cl)S(=O)(=O)N1CCNCC1 (1-[(3,4-dichlorophenyl)sulfonyl]piperazine hydrochloride). Product: BrC1=CC=C(C=C1)C1=C(C(=NO1)C)C(=O)N1CCN(CC1)S(=O)(=O)C1=CC(=C(C=C1)Cl)Cl ([5-(4-Bromo-phenyl)-3-methyl-isoxazol-4-yl]-[4-(3,4-dichloro-benzenesulfonyl)-piperazin-1-yl]-methanone). As a reaction SMILES: [Br:1][C:2]1[CH:7]=[CH:6][C:5]([C:8]2[O:12][N:11]=[C:10]([CH3:13])[C:9]=2[C:14]([OH:16])=O)=[CH:4][CH:3]=1.Cl.[Cl:18][C:19]1[CH:20]=[C:21]([S:26]([N:29]2[CH2:34][CH2:33][NH:32][CH2:31][CH2:30]2)(=[O:28])=[O:27])[CH:22]=[CH:23][C:24]=1[Cl:25]>>[Br:1][C:2]1[CH:3]=[CH:4][C:5]([C:8]2[O:12][N:11]=[C:10]([CH3:13])[C:9]=2[C:14]([N:32]2[CH2:31][CH2:30][N:29]([S:26]([C:21]3[CH:22]=[CH:23][C:24]([Cl:25])=[C:19]([Cl:18])[CH:20]=3)(=[O:27])=[O:28])[CH2:34][CH2:33]2)=[O:16])=[CH:6][CH:7]=1 |f:1.2|. Reported procedure: Prepared according to the procedure described in Example 2, Step 1, using 5-(4-bromo-phenyl)-3-methyl-isoxazole-4-carboxylic acid and 1-[(3,4-dichlorophenyl)sulfonyl]piperazine hydrochloride.